This data is from the Open Reaction Database (ORD), a public repository of structured organic reaction records. The task is: describe an organic reaction: reactants, conditions, products, and yield Starting materials: C(C=1C(S)=CC=CC1)(=O)OC (methyl thiosalicylate), [N+](=O)([O-])C1=CC=C(C(CBr)=O)C=C1 (4-nitrophenacyl bromide), C[O-].[Na+] (sodium methoxide). The solvent is C(C)O (ethanol). The product is [N+](=O)([O-])C1=CC=C(C(=O)C2=C(C3=C(S2)C=CC=C3)O)C=C1 (2-(4-nitrobenzoyl)-3-hydroxybenzo[b]thiophene). RXN SMILES: [C:1]([O:10]C)(=O)[C:2]1[C:3](=[CH:5][CH:6]=[CH:7][CH:8]=1)[SH:4].[N+:12]([C:15]1[CH:24]=[CH:23][C:18]([C:19](=[O:22])[CH2:20]Br)=[CH:17][CH:16]=1)([O-:14])=[O:13].C[O-].[Na+]>C(O)C>[N+:12]([C:15]1[CH:16]=[CH:17][C:18]([C:19]([C:20]2[S:4][C:3]3[CH:5]=[CH:6][CH:7]=[CH:8][C:2]=3[C:1]=2[OH:10])=[O:22])=[CH:23][CH:24]=1)([O-:14])=[O:13] |f:2.3|. Procedure: In a similar manner to Example 58, a mixture of methyl thiosalicylate (2.76 g), 4-nitrophenacyl bromide (4.0 g), sodium methoxide (1.94 g) and ethanol (200 ml) gave 2-(4-nitrobenzoyl)-3-hydroxybenzo[b]thiophene of which 2.25 g was reacted with hydrazine hydrate (6 ml) in a similar manner to Example 58, to give 3-(4-aminophenyl)-1H-[1]benzothieno[3,2-c]pyrazole, m.p. 113-115° C. Reactants: BrCC(=O)OCC (Ethyl bromoacetate), COC(=O)C1CNCCC1 (3-methoxycarbonylpiperidine), C(C)OCC (diethyl ether). Yields the product C(C)OC(=O)CN1CC(CCC1)C(=O)OCC (1-Ethoxycarbonylmethyl-3-ethoxycarbonylpiperidine). As a reaction SMILES: Br[CH2:2][C:3]([O:5][CH2:6][CH3:7])=[O:4].[CH3:8][O:9][C:10]([CH:12]1[CH2:17][CH2:16][CH2:15][NH:14][CH2:13]1)=[O:11].[CH2:18](OCC)C>>[CH2:6]([O:5][C:3]([CH2:2][N:14]1[CH2:15][CH2:16][CH2:17][CH:12]([C:10]([O:9][CH2:8][CH3:18])=[O:11])[CH2:13]1)=[O:4])[CH3:7]. Procedure: Ethyl bromoacetate (21.2 g, 0.127 mol) was added dropwise to a solution of 3-methoxycarbonylpiperidine (40 g, 0.254 mol) in diethyl ether (250 ml) at 0° C. The reaction was heated under reflux for 1 hour and the resulting precipitate filtered off and washed with diethyl ether. The ethereal solution was concentrated under reduced pressure to give the title compound (27.6 g); δ (60 MHz, CDCl3) 1.25 and 1.27 (each 3H, each t, J=7 Hz, 2×OCH2CH3). 1.40-3.70 (9H, m, 2CH2, 3CH, 4CH2, 5CH2 and 6CH2), 3....